This data is from the Open Reaction Database (ORD), a public repository of structured organic reaction records. The task is: describe an organic reaction: reactants, conditions, products, and yield Reactants: FC1=CC2=C(N=CNC2=O)C=N1 (6-fluoro-3H-pyrido[3,4-d]pyrimidin-4-one), O=P(Cl)(Cl)Cl (POCl3), 4,6-dihalo, BrC=1C=C(N)C=CC1 (3-bromoaniline). Product: BrC=1C=C(NC=2C3=C(N=CN2)C=NC(=C3)F)C=CC1 (4-(3-bromoanilino)-6-fluoropyrido[3,4-d]pyrimidine). Isolated yield 63.0%. RXN SMILES: [F:1][C:2]1[N:12]=[CH:11][C:5]2[N:6]=[CH:7][NH:8][C:9](=O)[C:4]=2[CH:3]=1.O=P(Cl)(Cl)Cl.[Br:18][C:19]1[CH:20]=[C:21]([CH:23]=[CH:24][CH:25]=1)[NH2:22]>>[Br:18][C:19]1[CH:20]=[C:21]([CH:23]=[CH:24][CH:25]=1)[NH:22][C:9]1[C:4]2[CH:3]=[C:2]([F:1])[N:12]=[CH:11][C:5]=2[N:6]=[CH:7][N:8]=1. Reported procedure: Reaction of 6-fluoro-3H-pyrido[3,4-d]pyrimidin-4-one (0.60 g, 3.6 mmol) with POCl3, followed by reaction of the crude 4,6-dihalo compound with 3-bromoaniline gives 4-(3-bromoanilino)-6-fluoropyrido[3,4-d]pyrimidine (0.73 g, 63%). 1H NMR (DMSO) δ 10.09 (1H, brs), 8.96 (1H, s), 8.75 (1H, s), 8.25 (2H, m), 7.90 (1H, brd, J=6.5 Hz), 7.44-7.34 (2H, m). Starting materials: Nc1ccc2ncnc(Nc3cccc(Br)c3)c2c1, CN1CCOCC1, O=C(O)C1C=CCC1, CC(C)COC(=O)Cl, C1CCOC1, c1ccncc1. The product is O=C(Nc1ccc2ncnc(Nc3cccc(Br)c3)c2c1)C1C=CCC1. As a reaction SMILES: [Br:24][c:25]1[cH:26][c:27]([NH:31][c:32]2[n:33][cH:34][n:35][c:36]3[cH:37][cH:38][c:39]([NH2:42])[cH:40][c:41]23)[cH:28][cH:29][cH:30]1.[CH3:17][N:18]1[CH2:19][CH2:20][O:21][CH2:22][CH2:23]1.[CH:1]1([C:6](=[O:7])[OH:8])[CH:2]=[CH:3][CH2:4][CH2:5]1.[Cl:9][C:10]([O:11][CH2:12][CH:13]([CH3:14])[CH3:15])=[O:16].[O:43]1[CH2:44][CH2:45][CH2:46][CH2:47]1.[cH:48]1[cH:49][cH:50][n:51][cH:52][cH:53]1>>[CH:1]1([C:6](=[O:8])[NH:42][c:39]2[cH:38][cH:37][c:36]3[n:35][cH:34][n:33][c:32]([NH:31][c:27]4[cH:26][c:25]([Br:24])[cH:30][cH:29][cH:28]4)[c:41]3[cH:40]2)[CH:2]=[CH:3][CH2:4][CH2:5]1. Starting materials: O (water), [S-2].[Na+].[Na+] (sodium sulfide), S(=O)(=O)([O-])C1=CC=C(C)C=C1 (tosylate), ClC1=CC=C(OC(C(C(C)(C)C)O)OC2=CC=C(C=C2)Cl)C=C1 (1,1-bis-(4-chlorophenoxy)-3,3-dimethylbutan-2-ol). Solvent: CS(=O)C (dimethylsulfoxide). Run at temperature 120 celsius. Product: ClC1=CC=C(OC(=CC(C)(C)C)OC2=CC=C(C=C2)Cl)C=C1 (1,1-bis-(4-Chlorophenoxy)-3,3-dimethylbut-1-ene). Reaction SMILES: [S-2].[Na+].[Na+].S(C1C=CC(C)=CC=1)([O-])(=O)=O.[Cl:15][C:16]1[CH:37]=[CH:36][C:19]([O:20][CH:21]([O:28][C:29]2[CH:34]=[CH:33][C:32]([Cl:35])=[CH:31][CH:30]=2)[CH:22](O)[C:23]([CH3:26])([CH3:25])[CH3:24])=[CH:18][CH:17]=1.O>CS(C)=O>[Cl:15][C:16]1[CH:17]=[CH:18][C:19]([O:20][C:21]([O:28][C:29]2[CH:30]=[CH:31][C:32]([Cl:35])=[CH:33][CH:34]=2)=[CH:22][C:23]([CH3:26])([CH3:25])[CH3:24])=[CH:36][CH:37]=1 |f:0.1.2|. Procedure details: 39 g (0.5 mole) of sodium sulfide are added to 47.8 g (0.1 mole) of the tosylate of 1,1-bis-(4-chlorophenoxy)-3,3-dimethylbutan-2-ol in 200 ml of dry dimethylsulfoxide, and the mixture is stirred at 120° C. until starting material is no longer detectable by high pressure liquid chromatography (HPLC). Thereafter, the mixture is cooled, water is added and the mixture is extracted twice with the same volume of ethyl acetate, the organic phase is dried and the solvent is distilled off under reduced ...